This data is from the Open Reaction Database (ORD), a public repository of structured organic reaction records. The task is: describe an organic reaction: reactants, conditions, products, and yield The reactants are [Al+3], CCOC(=O)c1[nH]ccc1C, [Cl-], [Cl-], [Cl-], O=C(Cl)Cc1ccc(Cl)cc1, ClCCl, ClCCCl. The product is CCOC(=O)c1[nH]cc(C(=O)Cc2ccc(Cl)cc2)c1C. As a reaction SMILES: [Al+3:24].[CH2:12]([CH3:13])[O:14][C:15](=[O:16])[c:17]1[nH:18][cH:19][cH:20][c:21]1[CH3:22].[Cl-:23].[Cl-:25].[Cl-:26].[Cl:1][c:2]1[cH:3][cH:4][c:5]([CH2:8][C:9](=[O:10])[Cl:11])[cH:6][cH:7]1.[Cl:27][CH2:28][Cl:29].[Cl:30][CH2:31][CH2:32][Cl:33]>>[Cl:1][c:2]1[cH:3][cH:4][c:5]([CH2:8][C:9](=[O:10])[c:20]2[cH:19][nH:18][c:17]([C:15]([O:14][CH2:12][CH3:13])=[O:16])[c:21]2[CH3:22])[cH:6][cH:7]1. Reaction SMILES: [C:26]([O:27][CH2:28][CH3:29])(=[O:30])[CH3:31].[CH3:13][N:14]([CH3:15])[CH2:16][CH2:17][CH2:18][NH2:19].[CH3:20][CH2:21][CH2:22][CH2:23][CH2:24][CH3:25].[Cl:1][c:2]1[cH:3][cH:4][n:5][c:6]2[cH:7][c:8]([Cl:12])[cH:9][cH:10][c:11]12>>[c:2]1([NH:19][CH2:18][CH2:17][CH2:16][N:14]([CH3:13])[CH3:15])[cH:3][cH:4][n:5][c:6]2[cH:7][c:8]([Cl:12])[cH:9][cH:10][c:11]12. Product: CN(C)CCCNc1ccnc2cc(Cl)ccc12. Starting materials: CCOC(C)=O, CN(C)CCCN, CCCCCC, Clc1ccc2c(Cl)ccnc2c1. Product: COc1ccc(CN2CC3CCC(C2)C3(O)c2cccc(NS(C)(=O)=O)c2)cc1. As a reaction SMILES: [CH3:26][S:27](=[O:28])(=[O:29])[Cl:30].[NH2:1][c:2]1[cH:3][c:4]([C:8]2([OH:25])[CH:9]3[CH2:10][N:11]([CH2:16][c:17]4[cH:18][cH:19][c:20]([O:23][CH3:24])[cH:21][cH:22]4)[CH2:12][CH:13]2[CH2:14][CH2:15]3)[cH:5][cH:6][cH:7]1.[OH2:31].[cH:32]1[cH:33][cH:34][n:35][cH:36][cH:37]1>>[NH:1]([c:2]1[cH:3][c:4]([C:8]2([OH:25])[CH:9]3[CH2:10][N:11]([CH2:16][c:17]4[cH:18][cH:19][c:20]([O:23][CH3:24])[cH:21][cH:22]4)[CH2:12][CH:13]2[CH2:14][CH2:15]3)[cH:5][cH:6][cH:7]1)[S:27]([CH3:26])(=[O:28])=[O:29]. The reactants are CS(=O)(=O)Cl, COc1ccc(CN2CC3CCC(C2)C3(O)c2cccc(N)c2)cc1, O, c1ccncc1.